This data is from the Open Reaction Database (ORD), a public repository of structured organic reaction records. The task is: describe an organic reaction: reactants, conditions, products, and yield Starting materials: CCOC(C)=O, C1N2CN3CN1CN(C2)C3, CC(=O)O, Clc1cccc2nccn12, C1CCOC1. Yields the product O=Cc1cnc2cccc(Cl)n12. RXN SMILES: [C:26]([O:27][CH2:28][CH3:29])(=[O:30])[CH3:31].[CH2:11]1[N:12]2[CH2:13][N:14]3[CH2:15][N:16]([CH2:17]2)[CH2:18][N:19]1[CH2:20]3.[CH3:32][C:33](=[O:34])[OH:35].[Cl:1][c:2]1[cH:3][cH:4][cH:5][c:6]2[n:7]1[cH:8][cH:9][n:10]2.[O:21]1[CH2:22][CH2:25][CH2:24][CH2:23]1>>[Cl:1][c:2]1[cH:3][cH:4][cH:5][c:6]2[n:7]1[c:8]([CH:22]=[O:21])[cH:9][n:10]2. Starting materials: CC(C)Oc1ccc(C(CC(=O)O)N2C(=O)c3ccccc3C2=O)cc1OC(C)C, CN(C)c1ccncc1, [NH4+], C1CCOC1, [OH-], O. Yields the product CC(C)Oc1ccc(C(CC(N)=O)N2C(=O)c3ccccc3C2=O)cc1OC(C)C. RXN SMILES: [C:1]1(=[O:30])[c:2]2[c:3]([cH:26][cH:27][cH:28][cH:29]2)[C:4](=[O:25])[N:5]1[CH:6]([CH2:7][C:8](=[O:9])[OH:10])[c:11]1[cH:12][c:13]([O:21][CH:22]([CH3:23])[CH3:24])[c:14]([O:17][CH:18]([CH3:19])[CH3:20])[cH:15][cH:16]1.[CH3:34][N:35]([CH3:36])[c:37]1[cH:38][cH:39][n:40][cH:41][cH:42]1.[NH4+:31].[O:43]1[CH2:44][CH2:45][CH2:46][CH2:47]1.[OH-:32].[OH2:33]>>[C:1]1(=[O:30])[c:2]2[c:3]([cH:26][cH:27][cH:28][cH:29]2)[C:4](=[O:25])[N:5]1[CH:6]([CH2:7][C:8](=[O:9])[NH2:31])[c:11]1[cH:12][c:13]([O:21][CH:22]([CH3:23])[CH3:24])[c:14]([O:17][CH:18]([CH3:19])[CH3:20])[cH:15][cH:16]1. Starting materials: [N+](=O)([O-])C1=C(C=CC(=C1)[N+](=O)[O-])S(=O)(=O)Cl (2,4-dinitrobenzenesulphonyl chloride), Cl (hydrogen chloride), N[C@@H]1CN(CC1)C(=O)OC(C)(C)C (tert-butyl (3S)-3-aminopyrrolidine-1-carboxylate), N1=C(C=CC=C1C)C (2,6-lutidine). The solvent is ClCCl (dichloromethane), O (Water), ClCCl (dichloromethane). Run at temperature 0 celsius, time 48 hour. Yields the product [N+](=O)([O-])C1=C(C=CC(=C1)[N+](=O)[O-])S(=O)(=O)N[C@@H]1CN(CC1)C(=O)OC(C)(C)C (tert-butyl (3S)-3-{[(2,4-dinitrophenyl)sulfonyl]amino}pyrrolidine-1-carboxylate). Reaction SMILES: [NH2:1][C@H:2]1[CH2:6][CH2:5][N:4]([C:7]([O:9][C:10]([CH3:13])([CH3:12])[CH3:11])=[O:8])[CH2:3]1.N1C(C)=CC=CC=1C.[N+:22]([C:25]1[CH:30]=[C:29]([N+:31]([O-:33])=[O:32])[CH:28]=[CH:27][C:26]=1[S:34](Cl)(=[O:36])=[O:35])([O-:24])=[O:23].Cl>ClCCl.O>[N+:22]([C:25]1[CH:30]=[C:29]([N+:31]([O-:33])=[O:32])[CH:28]=[CH:27][C:26]=1[S:34]([NH:1][C@H:2]1[CH2:6][CH2:5][N:4]([C:7]([O:9][C:10]([CH3:13])([CH3:12])[CH3:11])=[O:8])[CH2:3]1)(=[O:36])=[O:35])([O-:24])=[O:23]. Procedure details: tert-butyl (3S)-3-aminopyrrolidine-1-carboxylate (5 g, 27 mmol) was added to a solution of 2,6-lutidine (6.2 mL, 54 mmol) in dichloromethane (150 ml) under nitrogen. The reaction mixture was cooled down to 0° C. and a solution of 2,4-dinitrobenzenesulphonyl chloride (7.15 g, 27 mmol) in dichloromethane (100 ml) was slowly added over 15 minutes at 0° C. The reaction mixture was then stirred at room temperature for 48 hours under nitrogen. Water (100 ml) was added followed by 2N aqueous hydrogen c... Procedure: Methyl [(E)-2-(4-{1-[(tert-butoxycarbonyl)(cyclopropyl)amino]ethyl}-6-vinylpyridin-2-yl)vinyl]carbamate and trifluoroacetic acid were treated in the similar manner to Reference Example 113(8) to give methyl ((E)-2-{4-[1-(cyclopropylamino)ethyl]-6-vinylpyridin-2-yl}vinyl)carbamate [Ex(297-5)] as a pale yellow oil. Reactants: C(C)(C)(C)OC(=O)N(C(C)C1=CC(=NC(=C1)C=C)/C=C/NC(OC)=O)C1CC1 (Methyl [(E)-2-(4-{1-[(tert-butoxycarbonyl)(cyclopropyl)amino]ethyl}-6-vinylpyridin-2-yl)vinyl]carbamate), FC(C(=O)O)(F)F (trifluoroacetic acid). As a reaction SMILES: C(OC([N:8]([CH:26]1[CH2:28][CH2:27]1)[CH:9]([C:11]1[CH:16]=[C:15]([CH:17]=[CH2:18])[N:14]=[C:13](/[CH:19]=[CH:20]/[NH:21][C:22](=[O:25])[O:23][CH3:24])[CH:12]=1)[CH3:10])=O)(C)(C)C.FC(F)(F)C(O)=O>>[CH:26]1([NH:8][CH:9]([C:11]2[CH:16]=[C:15]([CH:17]=[CH2:18])[N:14]=[C:13](/[CH:19]=[CH:20]/[NH:21][C:22](=[O:25])[O:23][CH3:24])[CH:12]=2)[CH3:10])[CH2:28][CH2:27]1. Product: C1(CC1)NC(C)C1=CC(=NC(=C1)C=C)/C=C/NC(OC)=O (methyl ((E)-2-{4-[1-(cyclopropylamino)ethyl]-6-vinylpyridin-2-yl}vinyl)carbamate). Starting materials: C(C1=CC=CC=C1)(=O)NC[C@H](C(NOC1OCCCC1)=O)[C@H](C(=O)NN1C(N[C@H](C1=O)C(C)C)=O)CC(C)C (2(R)-[2-benzamido-1(R)-[(tetrahydro-2(RS)-pyranyloxy)carbamoyl]ethyl]-N-(4(S)-isopropyl-2,5-dioxo-1-imidazolidinyl)-4-methylvaleramide), O.C1(=CC=C(C=C1)S(=O)(=O)O)C (p-toluenesulphonic acid monohydrate). Solvent: CO (methanol). Reaction conditions: time 2.5 hour. Yields the product C(C1=CC=CC=C1)(=O)NC[C@H](C(NO)=O)[C@H](C(=O)NN1C(N[C@H](C1=O)C(C)C)=O)CC(C)C (2(R)-[2-benzamido-1(R)-(hydroxycarbamoyl)ethyl]-N-(4(S)-isopropyl-2,5-dioxo-1-imidazolidinyl)-4-methylvaleramide). Yield: 75.2%. RXN SMILES: [C:1]([NH:9][CH2:10][C@@H:11]([C@@H:22]([CH2:36][CH:37]([CH3:39])[CH3:38])[C:23]([NH:25][N:26]1[C:30](=[O:31])[C@H:29]([CH:32]([CH3:34])[CH3:33])[NH:28][C:27]1=[O:35])=[O:24])[C:12](=[O:21])[NH:13][O:14]C1CCCCO1)(=[O:8])[C:2]1[CH:7]=[CH:6][CH:5]=[CH:4][CH:3]=1.O.C1(C)C=CC(S(O)(=O)=O)=CC=1>CO>[C:1]([NH:9][CH2:10][C@@H:11]([C@@H:22]([CH2:36][CH:37]([CH3:39])[CH3:38])[C:23]([NH:25][N:26]1[C:30](=[O:31])[C@H:29]([CH:32]([CH3:33])[CH3:34])[NH:28][C:27]1=[O:35])=[O:24])[C:12](=[O:21])[NH:13][OH:14])(=[O:8])[C:2]1[CH:7]=[CH:6][CH:5]=[CH:4][CH:3]=1 |f:1.2|. Reported procedure: A solution of 0.22 g of 2(R)-[2-benzamido-1(R)-[(tetrahydro-2(RS)-pyranyloxy)carbamoyl]ethyl]-N-(4(S)-isopropyl-2,5-dioxo-1-imidazolidinyl)-4-methylvaleramide in 5 ml of methanol was treated with 0.022 g of p-toluenesulphonic acid monohydrate. The mixture was stirred for 2.5 hours and evaporated. The residue was dissolved in ethyl acetate and washed with 5% aqueous sodium hydrogen carbonate and then saturated aqueous sodium chloride. The organic fraction was dried over anhydrous magnesium sulpha... Starting materials: O=C(Cl)c1ccc(OC(F)(F)F)cc1, Nc1ccc(Br)cc1I, c1ccncc1. Yields the product O=C(Nc1ccc(Br)cc1I)c1ccc(OC(F)(F)F)cc1. RXN SMILES: [F:1][C:2]([O:3][c:4]1[cH:5][cH:6][c:7]([C:8](=[O:9])[Cl:10])[cH:11][cH:12]1)([F:13])[F:14].[I:15][c:16]1[c:17]([NH2:18])[cH:19][cH:20][c:21]([Br:23])[cH:22]1.[cH:24]1[cH:25][cH:26][n:27][cH:28][cH:29]1>>[F:1][C:2]([O:3][c:4]1[cH:5][cH:6][c:7]([C:8](=[O:9])[NH:18][c:17]2[c:16]([I:15])[cH:22][c:21]([Br:23])[cH:20][cH:19]2)[cH:11][cH:12]1)([F:13])[F:14]. Reactants: CC1(CN(CCO1)C=1C=NC(=C(C1)[N+](=O)[O-])N1CCOCC1)C (2,2-dimethyl-4-(6-morpholino-5-nitropyridin-3-yl)morpholine). Reagents/catalysts: [Pd] (Pd/C). Run in CO (MeOH). The product is CC1(OCCN(C1)C=1C=C(C(=NC1)N1CCOCC1)N)C (5-(2,2-dimethylmorpholino)-2-morpholinopyridin-3-amine). RXN SMILES: [CH3:1][C:2]1([CH3:23])[O:7][CH2:6][CH2:5][N:4]([C:8]2[CH:9]=[N:10][C:11]([N:17]3[CH2:22][CH2:21][O:20][CH2:19][CH2:18]3)=[C:12]([N+:14]([O-])=O)[CH:13]=2)[CH2:3]1>CO.[Pd]>[CH3:1][C:2]1([CH3:23])[CH2:3][N:4]([C:8]2[CH:13]=[C:12]([NH2:14])[C:11]([N:17]3[CH2:18][CH2:19][O:20][CH2:21][CH2:22]3)=[N:10][CH:9]=2)[CH2:5][CH2:6][O:7]1. Procedure: A solution of 2,2-dimethyl-4-(6-morpholino-5-nitropyridin-3-yl)morpholine (490 mg, 1.52 mmol; described herein) in 30 mL MeOH was reduced in a Thalles H-Cube® hydrogenator using a 10% Pd/C CatCart column (20 bar, 25° C., 1 mL/min flow rate.) The reaction mixture was then concentrated, diluted with EtOAc, and extracted with 1M HCl. The aq. layer was washed with DCM and basified with 1M NaOH. The product was extracted with EtOAc, dried (magnesium sulfate), and concentrated, affording 5-(2,2-dimeth... The reactants are CC(=O)C (acetone), NaBH3(CN), CO (methanol), C12N(CC(NC1)C2)C2=CC(=NC1=CC=CC=C21)C2=CC(=NC=C2)NC(C)C2=CC=CC=C2 ({4-[4-(2,5-diaza-bicyclo[2.2.1]hept-2-yl)-quinolin-2-yl]-pyridin-2-yl}-(1-phenyl-ethyl)-amine). As a reaction SMILES: [CH:1]12[CH2:7][CH:4]([NH:5][CH2:6]1)[CH2:3][N:2]2[C:8]1[C:17]2[C:12](=[CH:13][CH:14]=[CH:15][CH:16]=2)[N:11]=[C:10]([C:18]2[CH:23]=[CH:22][N:21]=[C:20]([NH:24][CH:25]([C:27]3[CH:32]=[CH:31][CH:30]=[CH:29][CH:28]=3)[CH3:26])[CH:19]=2)[CH:9]=1.[CH3:33][C:34]([CH3:36])=O.CO>C(Cl)(Cl)Cl.C(Cl)Cl>[CH:34]([N:5]1[CH2:6][C@@H:1]2[CH2:7][C@H:4]1[CH2:3][N:2]2[C:8]1[C:17]2[C:12](=[CH:13][CH:14]=[CH:15][CH:16]=2)[N:11]=[C:10]([C:18]2[CH:23]=[CH:22][N:21]=[C:20]([NH:24][C@H:25]([C:27]3[CH:32]=[CH:31][CH:30]=[CH:29][CH:28]=3)[CH3:26])[CH:19]=2)[CH:9]=1)([CH3:36])[CH3:33]. Run in C(Cl)(Cl)Cl (chloroform), C(Cl)Cl (DCM). Yields the product C(C)(C)N1[C@@H]2CN([C@H](C1)C2)C2=CC(=NC1=CC=CC=C21)C2=CC(=NC=C2)N[C@@H](C)C2=CC=CC=C2 ((S)-{4-[4-(5-Isopropyl-(1S,4S)-2,5-diaza-bicyclo[2.2.1]hept-2-yl)-quinolin-2-yl]-pyridin-2-yl}-(1-phenyl-ethyl)-amine). Reported procedure: A mixture of 60 mg (0.14 mmol) {4-[4-(2,5-diaza-bicyclo[2.2.1]hept-2-yl)-quinolin-2-yl]-pyridin-2-yl}-(1-phenyl-ethyl)-amine in 5 mL chloroform was treated with 0.15 mL (2mmol) acetone, 120 mg (2 mmol) NaBH3(CN) and 1 mL methanol. The mixture was stirred at rt for 15 h. MS showed all starting materials were converted. The mixture was diluted with 100 mL DCM, washed with 20 mL sat. NaHCO3, dried over anhydrous Na2SO4. After purification by flash chromatography, the title compound was obtained as ... Conditions: time 15 hour. Reactants: Br.Br.BrCC=1C(=NC(=NC1)CCC)N (5-bromomethyl-2-propyl-pyrimidin-4-ylamine dihydrobromide), COC1=C(C=CC=C1)N1CCNCC1 ((2-methoxy-phenyl)-piperazine), C([O-])([O-])=O.[K+].[K+] (potassium carbonate). Run in CN(C=O)C (dimethylformamide). The product is COC1=C(C=CC=C1)N1CCN(CC1)CC=1C(=NC(=NC1)CCC)N (5-[4-(2-methoxy-phenyl)-piperazin-1-ylmethyl]-2-propyl-pyrimidin-4-ylamine). The yield is 19.0%. As a reaction SMILES: Br.Br.Br[CH2:4][C:5]1[C:6]([NH2:14])=[N:7][C:8]([CH2:11][CH2:12][CH3:13])=[N:9][CH:10]=1.[CH3:15][O:16][C:17]1[CH:22]=[CH:21][CH:20]=[CH:19][C:18]=1[N:23]1[CH2:28][CH2:27][NH:26][CH2:25][CH2:24]1.C(=O)([O-])[O-].[K+].[K+]>CN(C)C=O>[CH3:15][O:16][C:17]1[CH:22]=[CH:21][CH:20]=[CH:19][C:18]=1[N:23]1[CH2:28][CH2:27][N:26]([CH2:4][C:5]2[C:6]([NH2:14])=[N:7][C:8]([CH2:11][CH2:12][CH3:13])=[N:9][CH:10]=2)[CH2:25][CH2:24]1 |f:0.1.2,4.5.6|. Reported procedure: A suspension of 7.0 g (0.020 mol) of 5-bromomethyl-2-propyl-pyrimidin-4-ylamine dihydrobromide, 3.85 g (0.020 mol) of (2-methoxy-phenyl)-piperazine and 6 g (0.043 mol) of dry potassium carbonate in 75 ml of dimethylformamide was dissolved at room temperature for 4 hours. The reaction mixture was suction filtered, the filter cake was washed with ethyl acetate and ethanol, the filtrate was completely freed from the solvents and the residue was chromatographed over silica gel with ethyl acetate as ...